The task is: describe an organic reaction: reactants, conditions, products, and yield. This data is from the Open Reaction Database (ORD), a public repository of structured organic reaction records. Yield: 102.2%. RXN SMILES: [CH3:1][C:2]1[C:3]([CH2:8][OH:9])=[N:4][CH:5]=[CH:6][CH:7]=1.S(Cl)(Cl)=O.[CH:14]1([NH:17][C:18](=[O:36])[C:19]2[CH:24]=[CH:23][C:22]([CH3:25])=[C:21]([NH:26][C:27](=[O:35])[C:28]3[CH:33]=[CH:32][C:31](O)=[CH:30][CH:29]=3)[CH:20]=2)[CH2:16][CH2:15]1.C(=O)([O-])[O-].[K+].[K+]>C(Cl)Cl.C(#N)C>[CH:14]1([NH:17][C:18](=[O:36])[C:19]2[CH:24]=[CH:23][C:22]([CH3:25])=[C:21]([NH:26][C:27](=[O:35])[C:28]3[CH:29]=[CH:30][C:31]([O:9][CH2:8][C:3]4[C:2]([CH3:1])=[CH:7][CH:6]=[CH:5][N:4]=4)=[CH:32][CH:33]=3)[CH:20]=2)[CH2:16][CH2:15]1 |f:3.4.5|. Run at temperature 80 celsius. Procedure details: To (3-methylpyridine-2-yl)methanol (157 mg, 1.272 mmol) in DCM (5 mL) was added thionyl chloride (200 μl) and the mixture stirred and heated at reflux for 4 h. The mixture was evaporated to dryness. To the residue was added N-cyclopropyl-3-[(4-hydroxybenzoyl)amino]-4-methylbenzamide (197 mg, 0.636 mmol) and potassium carbonate (176 mg, 1.27 mmol) in acetonitrile (5 mL) and the resulting mixture heated at 80° C. for 16 h. The reaction mixture was cooled and partitioned between saturated aqueous s... Starting materials: CC=1C(=NC=CC1)CO ((3-methylpyridine-2-yl)methanol), S(=O)(Cl)Cl (thionyl chloride), C1(CC1)NC(C1=CC(=C(C=C1)C)NC(C1=CC=C(C=C1)O)=O)=O (N-cyclopropyl-3-[(4-hydroxybenzoyl)amino]-4-methylbenzamide), C([O-])([O-])=O.[K+].[K+] (potassium carbonate). The product is C1(CC1)NC(C1=CC(=C(C=C1)C)NC(C1=CC=C(C=C1)OCC1=NC=CC=C1C)=O)=O (N-cyclopropyl-4-methyl-3-({4-[(3-methylpyridin-2-yl)methoxy]benzoyl}amino)benzamide). Solvent: C(Cl)Cl (DCM), C(C)#N (acetonitrile). The reactants are ClC1=C(C(=O)N[C@@H]2CC[C@H](CC2)O)C=C(C=N1)F (2-Chloro-5-fluoro-N-(trans-4-hydroxy-cyclohexyl)-nicotinamide), CSC=1C=C(C=CC1)O (3-methylsulfanyl-phenol), C([O-])([O-])=O.[Cs+].[Cs+] (caesium carbonate). The solvent is CN(C)C=O (DMF). Reaction conditions: temperature 55 celsius, time 18 hour. Yields the product FC=1C=NC(=C(C(=O)N[C@@H]2CC[C@H](CC2)O)C1)OC1=CC(=CC=C1)SC (5-fluoro-N-(trans-4-hydroxy-cyclohexyl)-2-(3-methylsulfanyl-phenoxy)-nicotinamide). Isolated yield 24.1%. Reaction SMILES: Cl[C:2]1[N:17]=[CH:16][C:15]([F:18])=[CH:14][C:3]=1[C:4]([NH:6][C@H:7]1[CH2:12][CH2:11][C@H:10]([OH:13])[CH2:9][CH2:8]1)=[O:5].[CH3:19][S:20][C:21]1[CH:22]=[C:23]([OH:27])[CH:24]=[CH:25][CH:26]=1.C(=O)([O-])[O-].[Cs+].[Cs+]>CN(C=O)C>[F:18][C:15]1[CH:16]=[N:17][C:2]([O:27][C:23]2[CH:24]=[CH:25][CH:26]=[C:21]([S:20][CH3:19])[CH:22]=2)=[C:3]([CH:14]=1)[C:4]([NH:6][C@H:7]1[CH2:12][CH2:11][C@H:10]([OH:13])[CH2:9][CH2:8]1)=[O:5] |f:2.3.4|. Procedure details: 2-Chloro-5-fluoro-N-(trans-4-hydroxy-cyclohexyl)-nicotinamide (150 mg, 0.55 mmol), 3-methylsulfanyl-phenol (77 mg, 0.55 mmol) and caesium carbonate (358 mg, 1.10 mmol) were suspended in DMF (2 ml) and the reaction was heated to 55° C. and stirred at this temperature under nitrogen for 18 h. The reaction was quenched with sat. ammonium chloride solution (1.5 ml) and water (1.5 ml) and the organic phase was collected by passing the mixture through a chemelute cartridge, washing with ethyl acetate.... Starting materials: FC1=CC=C2N=C(C=3N(C2=C1)C(=NN3)C(F)(F)F)O (8-fluoro-4-hydroxy-1-trifluoromethyl-[1,2,4]triazolo[4,3-a]quinoxaline), ice water, ClC=1C=2N(C3=CC(=CC=C3N1)F)C(=NN2)C(F)(F)F (4-chloro-8-fluoro-1-trifluoromethyl-[1,2,4]triazolo[4,3-a]quinoxaline), P(=O)(Cl)(Cl)Cl (phosphorus oxychloride), C(CC)N(CCC)CCC (tri-n-propylamine). Reaction conditions: time 30 minute. Product: ClC=1C=2N(C3=CC=C(C=C3N1)F)C(=NN2)C(F)(F)F (4-chloro-7-fluoro-1-trifluoromethyl[1,2,4]triazolo[4,3-a]quinoxaline). RXN SMILES: [F:1]C1C=C2C(N=C(O)C3N2C(C(F)(F)F)=NN=3)=CC=1.P(Cl)(Cl)(Cl)=O.C(N(CCC)CCC)CC.[Cl:35][C:36]1[C:37]2[N:38]([C:47]([C:50]([F:53])([F:52])[F:51])=[N:48][N:49]=2)[C:39]2[C:44]([N:45]=1)=[CH:43][CH:42]=[C:41](F)[CH:40]=2>>[Cl:35][C:36]1[C:37]2[N:38]([C:47]([C:50]([F:53])([F:52])[F:51])=[N:48][N:49]=2)[C:39]2[C:44]([N:45]=1)=[CH:43][C:42]([F:1])=[CH:41][CH:40]=2. Procedure details: In a flame-dried 250 ml. three-necked reaction flask under a dry nitrogen atmosphere, there were placed 12.5 g. (0.046 mole) of 8-fluoro-4-hydroxy-1-trifluoromethyl-[1,2,4]triazolo[4,3-a]quinoxaline and 85 ml. of phosphorus oxychloride together with 17.5 ml. of tri-n-propylamine. The reaction mixture was then refluxed overnight for approximately 16 hours and finally cooled to room temperature (~20° C.) prior to being slowly poured over 1000 ml. of ice/water with the aid of mechanical stirring. T... Reactants: C(C)(=O)OCC (Ethyl acetate), CC(C(N1CCOCC1)C1=C(C=O)C=C(C=C1)C(F)(F)F)C (2-(2-Methyl-1-morpholin-4-yl-propyl)-5-trifluoromethyl-benzaldehyde), NC1=NC=C(N=C1)Br (2-amino-5-bromopyrazine), [BH4-].[Na+] (sodium borohydride). The reagents and catalysts are CC([O-])C.[Ti+4].CC([O-])C.CC([O-])C.CC([O-])C (titanium isopropoxide). Solvent: O (water), C1CCOC1 (THF), CO (MeOH). Run at temperature 70 celsius, time 16 hour. The product is BrC=1N=CC(=NC1)NCC1=C(C=CC(=C1)C(F)(F)F)C(CC)N1CCOCC1 ((5-Bromo-pyrazin-2-yl)-[2-(1-morpholin-4-yl-propyl)-5-trifluoromethyl-benzyl]-amine). Yield: 49.0%. RXN SMILES: [CH3:1][CH:2](C)[CH:3]([C:10]1[CH:17]=[CH:16][C:15]([C:18]([F:21])([F:20])[F:19])=[CH:14][C:11]=1[CH:12]=O)[N:4]1[CH2:9][CH2:8][O:7][CH2:6][CH2:5]1.[NH2:23][C:24]1[CH:29]=[N:28][C:27]([Br:30])=[CH:26][N:25]=1.[BH4-].[Na+].C(OCC)(=O)C>C1COCC1.CO.CC(C)[O-].[Ti+4].CC(C)[O-].CC(C)[O-].CC(C)[O-].O>[Br:30][C:27]1[N:28]=[CH:29][C:24]([NH:23][CH2:12][C:11]2[CH:14]=[C:15]([C:18]([F:21])([F:20])[F:19])[CH:16]=[CH:17][C:10]=2[CH:3]([N:4]2[CH2:5][CH2:6][O:7][CH2:8][CH2:9]2)[CH2:2][CH3:1])=[N:25][CH:26]=1 |f:2.3,7.8.9.10.11|. Procedure: To a solution of 2-(2-Methyl-1-morpholin-4-yl-propyl)-5-trifluoromethyl-benzaldehyde (126 mg, 0.418 mmol) in THF (0.5 mL) was added 2-amino-5-bromopyrazine (81 mg, 0.465 mmol) followed by titanium isopropoxide (0.2 uL; 0.675 mmol). The resulting mixture was stirred at 70° C. for 16 hours. The reaction mixture was cooled to room temperature and diluted with MeOH (0.5 mL). To this was added sodium borohydride (20 mg, 0.528 mmol). The resulting mixture is stirred at room temperature for 16 hours. E... Starting materials: CCOCC, [Li]C, COC(=O)C(C#N)=C(C)c1cccc(Br)c1, [Cu]I. Yields the product COC(=O)C(C#N)C(C)(C)c1cccc(Br)c1. RXN SMILES: [CH3:19][CH2:20][O:21][CH2:22][CH3:23].[CH3:1][Li:2].[CH3:3][O:4][C:5]([C:6](=[C:7]([CH3:8])[c:9]1[cH:10][c:11]([Br:15])[cH:12][cH:13][cH:14]1)[C:16]#[N:17])=[O:18].[Cu:24][I:25]>>[CH3:1][C:7]([CH:6]([C:5]([O:4][CH3:3])=[O:18])[C:16]#[N:17])([CH3:8])[c:9]1[cH:10][c:11]([Br:15])[cH:12][cH:13][cH:14]1. Starting materials: CC(N)C(=O)OCc1ccccc1, COC(=O)CC(C)C(=O)O, C=C(CC(=O)OC)C(=O)O, C(=NC1CCCCC1)=NC1CCCCC1, C1COCCO1, Oc1cccc2[nH]nnc12. Product: COC(=O)CC(C)C(=O)NC(C)C(=O)OCc1ccccc1. As a reaction SMILES: [CH2:1]([c:2]1[cH:3][cH:4][cH:5][cH:6][cH:7]1)[O:8][C:9]([CH:10]([NH2:11])[CH3:12])=[O:13].[CH3:39][O:40][C:41](=[O:42])[CH2:43][CH:44]([C:45](=[O:46])[OH:47])[CH3:48].[CH3:49][O:50][C:51]([CH2:52][C:53](=[CH2:54])[C:55]([OH:56])=[O:57])=[O:58].[CH:24]1([N:25]=[C:26]=[N:27][CH:28]2[CH2:29][CH2:30][CH2:31][CH2:32][CH2:33]2)[CH2:34][CH2:35][CH2:36][CH2:37][CH2:38]1.[O:59]1[CH2:60][CH2:61][O:62][CH2:63][CH2:64]1.[OH:14][c:15]1[c:16]2[n:17][n:18][nH:19][c:20]2[cH:21][cH:22][cH:23]1>>[CH2:1]([c:2]1[cH:3][cH:4][cH:5][cH:6][cH:7]1)[O:8][C:9]([CH:10]([NH:11][C:45]([CH:44]([CH2:43][C:41]([O:40][CH3:39])=[O:42])[CH3:48])=[O:46])[CH3:12])=[O:13].